From a dataset of the Open Reaction Database (ORD), a public repository of structured organic reaction records. describe an organic reaction: reactants, conditions, products, and yield Reactants: CN1C(N(C(C2=CC=CC=C12)=O)C)COC1=CC=C(C=C1)CC1C(NC(S1)=O)=O (5-[4-[[1,3-Dimethyl-4-oxo-1,2,3,4-tetrahydro-2-quinazolinyl]methoxy]phenyl methyl]thiazolidin-2,4-dione), [Na] (sodium). Product: CN1C(NC(C2=CC=CC=C12)=O)COC1=CC=C(C=C1)CC1C(NC(S1)=O)=O (5-[4-[[1-Methyl-4-oxo-1,2,3,4-tetrahydro-2-quinazolinyl]methoxy]phenyl methyl]thiazolidin-2,4-dione). RXN SMILES: [CH3:1][N:2]1[C:11]2[C:6](=[CH:7][CH:8]=[CH:9][CH:10]=2)[C:5](=[O:12])[N:4](C)[CH:3]1[CH2:14][O:15][C:16]1[CH:21]=[CH:20][C:19]([CH2:22][CH:23]2[S:27][C:26](=[O:28])[NH:25][C:24]2=[O:29])=[CH:18][CH:17]=1.[Na]>>[CH3:1][N:2]1[C:11]2[C:6](=[CH:7][CH:8]=[CH:9][CH:10]=2)[C:5](=[O:12])[NH:4][CH:3]1[CH2:14][O:15][C:16]1[CH:21]=[CH:20][C:19]([CH2:22][CH:23]2[S:27][C:26](=[O:28])[NH:25][C:24]2=[O:29])=[CH:18][CH:17]=1 |^1:29|. Procedure details: 5-[4-[[1,3-Dimethyl-4-oxo-1,2,3,4-tetrahydro-2-quinazolinyl]methoxy]phenyl methyl]thiazolidin-2,4-dione, sodium salt; The reactants are [Al+3], COC(=O)C(C)(C)c1cc(C(C)(C)C)c([N+](=O)[O-])cc1O, C1CCOC1, CO, Cl, [H-], [H-], [H-], [H-], [Li+]. Yields the product CC(C)(C)c1cc(C(C)(C)CO)c(O)cc1[N+](=O)[O-]. As a reaction SMILES: [Al+3:2].[C:7]([CH3:8])([CH3:9])([CH3:10])[c:11]1[c:12]([N+:25](=[O:26])[O-:27])[cH:13][c:14]([OH:24])[c:15]([C:17]([C:18](=[O:19])[O:20][CH3:21])([CH3:22])[CH3:23])[cH:16]1.[CH2:29]1[O:30][CH2:31][CH2:32][CH2:33]1.[CH3:34][OH:35].[ClH:28].[H-:1].[H-:4].[H-:5].[H-:6].[Li+:3]>>[C:7]([CH3:8])([CH3:9])([CH3:10])[c:11]1[c:12]([N+:25](=[O:26])[O-:27])[cH:13][c:14]([OH:24])[c:15]([C:17]([CH2:18][OH:19])([CH3:22])[CH3:23])[cH:16]1. Starting materials: CC1=C(C(=NC(=N1)C1=C(C=CC=C1)C(F)(F)F)NC(=O)C=1N(N=C(C1Cl)C(C)(C)C)C)[N+](=O)[O-] (5-tert-butyl-4-chloro-2-methyl-2H-pyrazole-3-carboxylic acid [6-methyl-5-nitro-2-(2-trifluoromethyl-phenyl)-pyrimidin-4-yl]-amide). The reagents and catalysts are [Fe] (iron). The solvent is CC(=O)O (AcOH), CCOC(=O)C (EtOAc). Run at temperature 100 celsius, time 15 minute. The product is C(C)(C)(C)C=1C(=C(N(N1)C)C1=NC2=NC(=NC(=C2N1)C)C1=C(C=CC=C1)C(F)(F)F)Cl (8-(5-tert-butyl-4-chloro-2-methyl-2H-pyrazol-3-yl)-6-methyl-2-(2-trifluoromethyl-phenyl)-7H-purine). As a reaction SMILES: [CH3:1][C:2]1[N:7]=[C:6]([C:8]2[CH:13]=[CH:12][CH:11]=[CH:10][C:9]=2[C:14]([F:17])([F:16])[F:15])[N:5]=[C:4]([NH:18][C:19]([C:21]2[N:22]([CH3:31])[N:23]=[C:24]([C:27]([CH3:30])([CH3:29])[CH3:28])[C:25]=2[Cl:26])=O)[C:3]=1[N+:32]([O-])=O>CC(O)=O.CCOC(C)=O.[Fe]>[C:27]([C:24]1[C:25]([Cl:26])=[C:21]([C:19]2[NH:32][C:3]3[C:4](=[N:5][C:6]([C:8]4[CH:13]=[CH:12][CH:11]=[CH:10][C:9]=4[C:14]([F:17])([F:16])[F:15])=[N:7][C:2]=3[CH3:1])[N:18]=2)[N:22]([CH3:31])[N:23]=1)([CH3:28])([CH3:30])[CH3:29]. Procedure: A solution of 5-tert-butyl-4-chloro-2-methyl-2H-pyrazole-3-carboxylic acid [6-methyl-5-nitro-2-(2-trifluoromethyl-phenyl)-pyrimidin-4-yl]-amide (138 mg, 0.278 mmol, prepared as described in STEP A above) in AcOH (10 mL) was treated with iron powder (77.5 mg, 1.39 mmol), and the mixture was heated to 100° C. for 4 h. The cooled mixture was diluted with EtOAc (50 mL) and washed with saturated aqueous NaHCO3 (50 mL). The aqueous layer was extracted again with EtOAc (50 mL). The combined organic ext... The product is [Br-].C(CCCCCCCCCCC)[N+]1=CC=CC=C1 (Dodecyl Pyridinium Bromide). Reaction SMILES: [Br:1][CH2:2][CH2:3][CH2:4][CH2:5][CH2:6][CH2:7][CH2:8][CH2:9][CH2:10][CH2:11][CH2:12][CH3:13].[N:14]1[CH:19]=[CH:18][CH:17]=[CH:16][CH:15]=1>C(O)(C)C>[Br-:1].[CH2:2]([N+:14]1[CH:19]=[CH:18][CH:17]=[CH:16][CH:15]=1)[CH2:3][CH2:4][CH2:5][CH2:6][CH2:7][CH2:8][CH2:9][CH2:10][CH2:11][CH2:12][CH3:13] |f:3.4|. Procedure: Equimolar amounts of 1-bromo-dodecane (249.2 g) and pyridine (79.1 g) are placed in a glass, three-necked, round bottom flask equipped with a heating means, a stirring means, and a condensing means. Then 82.1 g of isopropanol are added to the flask as a solvent. The contents of the vessel are heated to reflux with constant stirring. Reflux is maintained for six hours. Analysis of the reaction mixture indicates that the reaction is approximately 100 percent complete. The solvent is C(C)(C)O (isopropanol). The reactants are BrCCCCCCCCCCCC (1-bromo-dodecane), N1=CC=CC=C1 (pyridine). The solvent is O (water), O (water), O (water). Reactants: raw material, C1=C(C=CC2=CC=CC=C12)S(=O)(=O)O (beta-naphthalene sulfonic acid), C=O (formaldehyde), [OH-].[K+] (potassium hydroxide), [Na] (sodium), C(C)(=O)OC(C)=O (acetic anhydride). Reaction conditions: time 10 minute. As a reaction SMILES: C(OC(=O)C)(=O)C.[Na].[CH:9]1[C:18]2[C:13](=[CH:14][CH:15]=CC=2)[CH:12]=[CH:11][C:10]=1S(O)(=O)=O.C=O.[OH-].[K+]>O>[CH2:18]=[CH:9][CH:10]=[CH2:11].[CH2:15]=[CH:14][C:13]1[CH:18]=[CH:9][CH:10]=[CH:11][CH:12]=1 |f:4.5,7.8,^1:7|. Reported procedure: 14.7 kg of Latex A-1 and 2.5 kg of deionized water are charged into a 40 l reactor equipped with a stirrer, heating and cooling apparatus, and a raw material supplying tube. Then, 72 g of acetic anhydride and 1.4 kg of deionized water are added and mixed at 40° C. After stirring and mixing for about 1 minute, the mixture is allowed to stand for 10 minutes. Then, 30 g of the sodium salt of a condensate of beta-naphthalene sulfonic acid and formaldehyde; 110 g of potassium hydroxide (48%) and 880 ... Yields the product C=CC=C.C=CC1=CC=CC=C1 (butadiene styrene). The reactants are NC1=C(C(=NN1C1=C(C=C(C=C1Cl)C(F)(F)F)Cl)C#N)C1(C(C1)(F)F)SC (5-amino-1-[2,6-dichloro-4-(trifluoromethyl)phenyl]-4-[2,2-difluoro-1-(methylthio)-cyclopropyl]-1H-pyrazole-3-carbonitrile), ClC=1C=C(C(=O)OO)C=CC1 (3-chloroperoxybenzoic acid). Solvent: ClCCl (dichloromethane), ClCCl (dichloromethane). Reaction conditions: time 18 hour. The product is NC1=C(C(=NN1C1=C(C=C(C=C1Cl)C(F)(F)F)Cl)C#N)C1(C(C1)(F)F)S(=O)C (5-amino-1-[2,6-dichloro-4-(trifluoromethyl)phenyl]-4-[2,2-difluoro-1-(methylsulfinyl)cyclopropyl]-1H-pyrazole-3-carbonitrile). The yield is 8.5%. RXN SMILES: [NH2:1][C:2]1[N:6]([C:7]2[C:12]([Cl:13])=[CH:11][C:10]([C:14]([F:17])([F:16])[F:15])=[CH:9][C:8]=2[Cl:18])[N:5]=[C:4]([C:19]#[N:20])[C:3]=1[C:21]1([S:26][CH3:27])[CH2:23][C:22]1([F:25])[F:24].ClC1C=C(C=CC=1)C(OO)=[O:33]>ClCCl>[NH2:1][C:2]1[N:6]([C:7]2[C:12]([Cl:13])=[CH:11][C:10]([C:14]([F:15])([F:16])[F:17])=[CH:9][C:8]=2[Cl:18])[N:5]=[C:4]([C:19]#[N:20])[C:3]=1[C:21]1([S:26]([CH3:27])=[O:33])[CH2:23][C:22]1([F:24])[F:25]. Procedure details: To a solution of Example 74 (100 mg, 0.23 mmol) in dichloromethane (5 ml) was added 3-chloroperoxybenzoic acid (77%, 53 mg, 0.25 mmol). The reaction mixture was stirred at room temperature for 18 h, diluted with dichloromethane (10 ml) and washed with saturated aqueous sodium hydrogencarbonate solution (2×5 ml). The organic layer was separated, dried (MgSO4) and concentrated in vacuo. The residue was dissolved in acetonitrile/dimethyl sulphoxide (1:1, 1 ml) and purified by automated preparative ... Reported procedure: To a suspension of sodium hydride (55% dispersion in mineral oil, 26.2 g, 600 mmol) in tetrahydrofuran (1000 ml) was added diethyl(cyanomethyl)phosphonate (106.3 g, 600 mmol) under ice-cooling. The mixture was stirred under ice-cooling for 20 minutes. To the mixture was added 1-methyl-5-triphenylmethylaminopyrazole-4-carbaldehyde (197 g, 530 mmol), and the mixture was stirred for 2 hours. The reaction mixture was poured into ice-cold water. The mixture was extracted with ethyl acetate. The extra... Run in O1CCCC1 (tetrahydrofuran). Yields the product CN1N=CC(=C1NC(C1=CC=CC=C1)(C1=CC=CC=C1)C1=CC=CC=C1)C=CC#N (3-(1-methyl-5-triphenylmethylaminopyrazol-4-yl)acrylonitrile). The reactants are C(C)OP(OCC)(=O)CC#N (diethyl(cyanomethyl)phosphonate), [H-].[Na+] (sodium hydride), CN1N=CC(=C1NC(C1=CC=CC=C1)(C1=CC=CC=C1)C1=CC=CC=C1)C=O (1-methyl-5-triphenylmethylaminopyrazole-4-carbaldehyde). Reaction SMILES: [H-].[Na+].C(OP([CH2:11][C:12]#[N:13])(=O)OCC)C.[CH3:14][N:15]1[C:19]([NH:20][C:21]([C:34]2[CH:39]=[CH:38][CH:37]=[CH:36][CH:35]=2)([C:28]2[CH:33]=[CH:32][CH:31]=[CH:30][CH:29]=2)[C:22]2[CH:27]=[CH:26][CH:25]=[CH:24][CH:23]=2)=[C:18]([CH:40]=O)[CH:17]=[N:16]1>O1CCCC1>[CH3:14][N:15]1[C:19]([NH:20][C:21]([C:28]2[CH:33]=[CH:32][CH:31]=[CH:30][CH:29]=2)([C:34]2[CH:35]=[CH:36][CH:37]=[CH:38][CH:39]=2)[C:22]2[CH:27]=[CH:26][CH:25]=[CH:24][CH:23]=2)=[C:18]([CH:40]=[CH:11][C:12]#[N:13])[CH:17]=[N:16]1 |f:0.1|. Isolated yield 60.9%. Reactants: C(C1=CC=CC=C1)(=O)NC(=NC(C1=CC(=CC=C1)Br)=O)SC (N-benzoyl-N-'-(3-bromobenzoyl)carbamimidothioic acid, methyl ester), NC1=CC=C(C(=O)N)C=C1 (4-aminobenzamide). Run in C(C)(C)O (isopropyl alcohol). Yields the product NC(=O)C1=CC=C(C=C1)NC(=NC(C1=CC(=CC=C1)Br)=O)NC(C1=CC=CC=C1)=O (N-[[[4-(Aminocarbonyl)phenyl]amino](benzoylamino)methylene]-3-bromobenzamid). The yield is 68.2%. Reaction SMILES: [C:1]([NH:9][C:10](SC)=[N:11][C:12](=[O:20])[C:13]1[CH:18]=[CH:17][CH:16]=[C:15]([Br:19])[CH:14]=1)(=[O:8])[C:2]1[CH:7]=[CH:6][CH:5]=[CH:4][CH:3]=1.[NH2:23][C:24]1[CH:32]=[CH:31][C:27]([C:28]([NH2:30])=[O:29])=[CH:26][CH:25]=1>C(O)(C)C>[NH2:30][C:28]([C:27]1[CH:31]=[CH:32][C:24]([NH:23][C:10]([NH:9][C:1](=[O:8])[C:2]2[CH:7]=[CH:6][CH:5]=[CH:4][CH:3]=2)=[N:11][C:12](=[O:20])[C:13]2[CH:18]=[CH:17][CH:16]=[C:15]([Br:19])[CH:14]=2)=[CH:25][CH:26]=1)=[O:29]. Procedure: A mixture of 7.55 g (0.02 mole) of N-benzoyl-N-'-(3-bromobenzoyl)carbamimidothioic acid, methyl ester, 2.72 g (0.02 mole) of 4-aminobenzamide and 250 ml of isopropyl alcohol was heated at reflux for 48 hours resulting in precipitation of a solid. The solid was collected by filtration and washed with two 50 ml portions of hot isopropyl alcohol to give 6.35 g of the desired product as a white solid, mp 282°-283° C.